This data is from the Open Reaction Database (ORD), a public repository of structured organic reaction records. The task is: describe an organic reaction: reactants, conditions, products, and yield Reactants: ClCC(=O)Cl (Chloroacetyl chloride), NC=1C=C(C(=O)N)C=CC1 (3-aminobenzamide), C(=O)([O-])[O-].[K+].[K+] (K2CO3), O (water). Solvent: O1CCOCC1 (dioxane). Run at temperature 25 celsius, time 16 hour. The product is ClCC(=O)NC=1C=C(C(=O)N)C=CC1 (3-chloroacetamidobenzamide). Yield: 74.4%. Reaction SMILES: [Cl:1][CH2:2][C:3](Cl)=[O:4].[NH2:6][C:7]1[CH:8]=[C:9]([CH:13]=[CH:14][CH:15]=1)[C:10]([NH2:12])=[O:11].C([O-])([O-])=O.[K+].[K+].O>O1CCOCC1>[Cl:1][CH2:2][C:3]([NH:6][C:7]1[CH:8]=[C:9]([CH:13]=[CH:14][CH:15]=1)[C:10]([NH2:12])=[O:11])=[O:4] |f:2.3.4|. Procedure details: Chloroacetyl chloride (4 g, 35.4 mmol) was added to a stirred mixture of 3-aminobenzamide (4.0 g 25.9 mmol), K2CO3 (22 g, 159 mmol), water (40 ml), and dioxane (40 ml) at 0° C. The reaction mixture was stirred at 0° C. for 1 hour and 25° C. for 16 hours, resulting in a solid precipitate. The precipitate was collected, washed, and dried to yield 4.1 g (75%) of the desired 3-chloroacetamidobenzamide, mp: 210 (D). Reactants: N1C=NC=C1 (imidazole), ClC=1N=C(C2=C(N1)SC(=C2C)C)NCC2=CC1=C(C=C2)OCO1 (2-chloro-5,6-dimethyl-4-(3,4-methylenedioxybenzylamino)-thieno-[2,3-d]-pyrimidine). Product: N1(C=NC=C1)C=1N=C(C2=C(N1)SC(=C2C)C)NCC2=CC1=C(C=C2)OCO1 (2-(imidazol-1-yl)-5,6-dimethyl-4-(3,4-methylenedioxybenzylamino)-thieno-[2,3-d]-pyrimidine). Reaction SMILES: [NH:1]1[CH:5]=[CH:4][N:3]=[CH:2]1.Cl[C:7]1[N:8]=[C:9]([NH:18][CH2:19][C:20]2[CH:25]=[CH:24][C:23]3[O:26][CH2:27][O:28][C:22]=3[CH:21]=2)[C:10]2[C:15]([CH3:16])=[C:14]([CH3:17])[S:13][C:11]=2[N:12]=1>>[N:1]1([C:7]2[N:8]=[C:9]([NH:18][CH2:19][C:20]3[CH:25]=[CH:24][C:23]4[O:26][CH2:27][O:28][C:22]=4[CH:21]=3)[C:10]3[C:15]([CH3:16])=[C:14]([CH3:17])[S:13][C:11]=3[N:12]=2)[CH:5]=[CH:4][N:3]=[CH:2]1. Procedure: Following the procedure of Example 97, the reaction of imidazole with 2-chloro-5,6-dimethyl-4-(3,4-methylenedioxybenzylamino)-thieno-[2,3-d]-pyrimidine gives 2-(imidazol-1-yl)-5,6-dimethyl-4-(3,4-methylenedioxybenzylamino)-thieno-[2,3-d]-pyrimidine.